This data is from the Open Reaction Database (ORD), a public repository of structured organic reaction records. The task is: describe an organic reaction: reactants, conditions, products, and yield Yield: 94.9%. Reported procedure: A solution of 250 mg (0.44 mmol) (R)-1-[[4-[2-[(R)-2-tert-butoxycarbonyl-pyrrolidin-1-yl]-2-oxo-ethoxy]-2-methoxy-phenoxy]-acetyl]-pyrrolidine-2-carboxylic acid tert-butyl ester in 4 ml trifluoroacetic acid was stirred for 3 h at room temperature. The solvent was removed in vacuo and the residue suspended in 10 ml ether. The resulting suspension was stirred overnight. Filtration and drying gave 188 mg (94%) of the title compound as a white powder. The reactants are C(C)(C)(C)OC(=O)[C@@H]1N(CCC1)C(COC1=C(C=C(C=C1)OCC(=O)N1[C@H](CCC1)C(=O)OC(C)(C)C)OC)=O ((R)-1-[[4-[2-[(R)-2-tert-butoxycarbonyl-pyrrolidin-1-yl]-2-oxo-ethoxy]-2-methoxy-phenoxy]-acetyl]-pyrrolidine-2-carboxylic acid tert-butyl ester). Solvent: FC(C(=O)O)(F)F (trifluoroacetic acid). As a reaction SMILES: C([O:5][C:6]([C@H:8]1[CH2:12][CH2:11][CH2:10][N:9]1[C:13](=[O:40])[CH2:14][O:15][C:16]1[CH:21]=[CH:20][C:19]([O:22][CH2:23][C:24]([N:26]2[CH2:30][CH2:29][CH2:28][C@@H:27]2[C:31]([O:33]C(C)(C)C)=[O:32])=[O:25])=[CH:18][C:17]=1[O:38][CH3:39])=[O:7])(C)(C)C>FC(F)(F)C(O)=O>[C:31]([C@H:27]1[CH2:28][CH2:29][CH2:30][N:26]1[C:24](=[O:25])[CH2:23][O:22][C:19]1[CH:20]=[CH:21][C:16]([O:15][CH2:14][C:13]([N:9]2[CH2:10][CH2:11][CH2:12][C@@H:8]2[C:6]([OH:7])=[O:5])=[O:40])=[C:17]([O:38][CH3:39])[CH:18]=1)([OH:33])=[O:32]. Yields the product C(=O)(O)[C@@H]1N(CCC1)C(COC1=CC(=C(OCC(=O)N2[C@H](CCC2)C(=O)O)C=C1)OC)=O ((R)-1-[[4-[2-[(R)-2-Carboxy-pyrrolidin-1-yl]-2-oxo-ethoxy]-2-methoxy-phenoxy]-acetyl]-pyrrolidine-2-carboxylic acid). Run at time 8 hour. The reactants are —Aluminium isopropoxide, C(C)(=O)O[C@@H](C)[C@H]1CC[C@H]2[C@@H]3CC=C4C[C@H](CC[C@]4(C)[C@H]3CC[C@]12C)O ((3β,20S)-pregn-5-ene-3,20-diol 20-acetate), O.O.O.O.C(=O)([O-])C(O)C(O)C(=O)[O-].[Na+].[K+] (potassium sodium tartrate tetrahydrate). Solvent: C1(=CC=CC=C1)C (toluene), CC(CC)=O (2-butanone), O (water). Run at time 30 minute. Yields the product C(C)(=O)O[C@@H](C)[C@H]1CC[C@H]2[C@@H]3CCC4=CC(CC[C@]4(C)[C@H]3CC[C@]12C)=O ((20S)-20-(acetyloxy)pregn-4-en-3-one). Isolated yield 82.2%. As a reaction SMILES: [C:1]([O:4][C@H:5]([C@@H:7]1[C@:24]2([CH3:25])[C@H:10]([C@H:11]3[C@H:21]([CH2:22][CH2:23]2)[C@:19]2([CH3:20])[C:14]([CH2:15][C@@H:16]([OH:26])[CH2:17][CH2:18]2)=[CH:13][CH2:12]3)[CH2:9][CH2:8]1)[CH3:6])(=[O:3])[CH3:2].O.O.O.O.C(C(C(C([O-])=O)O)O)([O-])=O.[Na+].[K+]>C1(C)C=CC=CC=1.CC(=O)CC.O>[C:1]([O:4][C@H:5]([C@@H:7]1[C@:24]2([CH3:25])[C@H:10]([C@H:11]3[C@H:21]([CH2:22][CH2:23]2)[C@:19]2([CH3:20])[C:14](=[CH:15][C:16](=[O:26])[CH2:17][CH2:18]2)[CH2:13][CH2:12]3)[CH2:9][CH2:8]1)[CH3:6])(=[O:3])[CH3:2] |f:1.2.3.4.5.6.7|. Reported procedure: —Aluminium isopropoxide (18.1 g) was added to a solution of (3β,20S)-pregn-5-ene-3,20-diol 20-acetate (21.9 g) in dry toluene (252 ml) and dry 2-butanone (156 ml). The mixture was heated under reflux for 2 hours, then cooled, whereupon a solution of potassium sodium tartrate tetrahydrate (91.4 g) in water (90 ml) was added. The mixture was stirred for 30 min. and filtered. The filtrate was poured into brine and the product extracted into ethyl acetate. The combined organic phases were washed wit... The reactants are O=C(n1ccnc1)n1ccnc1, CNOC, O=C(O)CC1CC1, ClCCl, Cl. RXN SMILES: [C:8]([n:9]1[cH:10][cH:11][n:12][cH:13]1)([n:14]1[cH:15][cH:16][n:17][cH:18]1)=[O:19].[CH3:21][NH:22][O:23][CH3:24].[CH:1]1([CH2:4][C:5](=[O:6])[OH:7])[CH2:2][CH2:3]1.[Cl:25][CH2:26][Cl:27].[ClH:20]>>[CH:1]1([CH2:4][C:5](=[O:7])[N:22]([CH3:21])[O:23][CH3:24])[CH2:2][CH2:3]1. Product: CON(C)C(=O)CC1CC1. Reactants: CN1CCN(CC1)C1=CC(=C(C=C1)[N+](=O)[O-])N1CCCCC1 (1-methyl-4-(4-nitro-3-piperidin-1-yl-phenyl)-piperazine), NC1=CC=CC=C1 (aniline), C(#N)C1=CC=C(O1)C(=O)O (5-Cyano-furan-2-carboxylic acid), C(C(=O)Cl)(=O)Cl (oxalyl chloride), CCN(C(C)C)C(C)C (DIEA), amide. Reagents/catalysts: [Pd] (palladium on carbon). Run in CN(C)C=O (DMF). Product: CN1CCN(CC1)C1=CC(=C(C=C1)NC(=O)C=1OC(=CC1)C#N)N1CCCCC1 (5-Cyano-furan-2-carboxylic acid [4-(4-methyl-piperazin-1-yl)-2-piperidin-1-yl-phenyl]-amide). Reaction SMILES: [CH3:1][N:2]1[CH2:7][CH2:6][N:5]([C:8]2[CH:13]=[CH:12][C:11]([N+:14]([O-])=O)=[C:10]([N:17]3[CH2:22][CH2:21][CH2:20][CH2:19][CH2:18]3)[CH:9]=2)[CH2:4][CH2:3]1.NC1C=CC=CC=1.[C:30]([C:32]1[O:36][C:35]([C:37](O)=[O:38])=[CH:34][CH:33]=1)#[N:31].C(Cl)(=O)C(Cl)=O.CCN(C(C)C)C(C)C>[Pd].CN(C=O)C>[CH3:1][N:2]1[CH2:7][CH2:6][N:5]([C:8]2[CH:13]=[CH:12][C:11]([NH:14][C:37]([C:35]3[O:36][C:32]([C:30]#[N:31])=[CH:33][CH:34]=3)=[O:38])=[C:10]([N:17]3[CH2:22][CH2:21][CH2:20][CH2:19][CH2:18]3)[CH:9]=2)[CH2:4][CH2:3]1. Reported procedure: The procedure of Example 4, step (c) was followed using 304 mg (1.00 mmol) 1-methyl-4-(4-nitro-3-piperidin-1-yl-phenyl)-piperazine (as prepared in the previous step) and 304 mg of 10% palladium on carbon (50% by weight water) to prepare the intermediate aniline (4-(4-methyl-piperazin-1-yl)-2-piperidin-1-yl-phenylamine) along with 140 mg (1.02 mmol) of 5-cyanofuran-2-carboxylic acid (as prepared in Example 1), 178 μL (2.04 mmol) of oxalyl chloride, 10 μL of anh DMF, and 267 μL (1.53 mmol) of DIEA...